The task is: describe an organic reaction: reactants, conditions, products, and yield. This data is from the Open Reaction Database (ORD), a public repository of structured organic reaction records. Starting materials: [H-].[Na+] (sodium hydride), [Br-].C(#N)CCCC[P+](C1=CC=CC=C1)(C1=CC=CC=C1)C1=CC=CC=C1 (4-cyanobutyltriphenylphosphonium bromide), S1C=C(C=C1)C=1C=C(C=O)C=CC1 (3-(3-thienyl)benzaldehyde). Solvent: O (water), C(C)(=O)O (acetic acid), CN(C=O)C (dimethylformamide). Product: S1C=C(C=C1)C=1C=C(C=CC1)/C=C/CCCC#N ((E)-6-[3-(3-thienyl)phenyl]-5-hexenenitrile). Isolated yield 95.8%. RXN SMILES: [Br-].[C:2]([CH2:4][CH2:5][CH2:6][CH2:7][P+](C1C=CC=CC=1)(C1C=CC=CC=1)C1C=CC=CC=1)#[N:3].[H-].[Na+].[S:29]1[CH:33]=[CH:32][C:31]([C:34]2[CH:35]=[C:36]([CH:39]=[CH:40][CH:41]=2)[CH:37]=O)=[CH:30]1>CN(C)C=O.O.C(O)(=O)C>[S:29]1[CH:33]=[CH:32][C:31]([C:34]2[CH:35]=[C:36](/[CH:37]=[CH:7]/[CH2:6][CH2:5][CH2:4][C:2]#[N:3])[CH:39]=[CH:40][CH:41]=2)=[CH:30]1 |f:0.1,2.3|. Procedure: 44.6 g of 4-cyanobutyltriphenylphosphonium bromide is dissolved in 250 ml of dimethylformamide, 4.2 g of 60% oily sodium hydride is added under ice cooling and stirring, then mixture is stirred at that temperature for 30 minutes, 18 g of 3-(3-thienyl)benzaldehyde is added, and the mixture is stirred at room temperature for further 20 hours. The reaction solution is diluted with water, acetic acid is added for neutralization, and then the solvent is distilled off under reduced pressure. The resid... The reactants are CC1=NC2(N=C1N)c1cc(Br)ccc1CC21CCC(C(F)F)CC1, C1CCOC1, OB(O)c1cncc(Cl)c1, [K+], [K+], O=C([O-])[O-]. Yields the product CC1=NC2(N=C1N)c1cc(-c3cncc(Cl)c3)ccc1CC21CCC(C(F)F)CC1. Reaction SMILES: [Br:1][c:2]1[cH:3][cH:4][c:5]2[c:17]([cH:18]1)[C:16]1([C:7]3([CH2:6]2)[CH2:8][CH2:9][CH:10]([CH:13]([F:14])[F:15])[CH2:11][CH2:12]3)[N:19]=[C:20]([CH3:24])[C:21]([NH2:23])=[N:22]1.[CH2:41]1[O:42][CH2:43][CH2:44][CH2:45]1.[Cl:25][c:26]1[cH:27][c:28]([B:32]([OH:33])[OH:34])[cH:29][n:30][cH:31]1.[K+:35].[K+:36].[O-:37][C:38]([O-:39])=[O:40]>>[c:2]1(-[c:28]2[cH:27][c:26]([Cl:25])[cH:31][n:30][cH:29]2)[cH:3][cH:4][c:5]2[c:17]([cH:18]1)[C:16]1([C:7]3([CH2:6]2)[CH2:8][CH2:9][CH:10]([CH:13]([F:14])[F:15])[CH2:11][CH2:12]3)[N:19]=[C:20]([CH3:24])[C:21]([NH2:23])=[N:22]1. Starting materials: COCOC[C@H]1CC(N(C1)C=1C=CC2=C(NC(CO2)=O)C1)=O (6-{(4S)-4-[(methoxymethoxy)methyl]-2-oxopyrrolidin-1-yl}-2H-1,4-benzoxazin-3(4H)-one), O1CCCC1 (tetrahydrofuran), Cl (Hydrochloric acid), ClCCl (dichloromethane). Run in CO (methanol). Reaction conditions: temperature 60 celsius, time 18 hour. Yields the product OC[C@H]1CC(N(C1)C=1C=CC2=C(NC(CO2)=O)C1)=O (6-[(4S)-4-(Hydroxymethyl)-2-oxopyrrolidin-1-yl]-2H-1,4-benzoxazin-3(4H)-one). Yield: 89.4%. Reaction SMILES: COC[O:4][CH2:5][C@@H:6]1[CH2:10][N:9]([C:11]2[CH:12]=[CH:13][C:14]3[O:19][CH2:18][C:17](=[O:20])[NH:16][C:15]=3[CH:21]=2)[C:8](=[O:22])[CH2:7]1.O1CCCC1.Cl.ClCCl>CO>[OH:4][CH2:5][C@@H:6]1[CH2:10][N:9]([C:11]2[CH:12]=[CH:13][C:14]3[O:19][CH2:18][C:17](=[O:20])[NH:16][C:15]=3[CH:21]=2)[C:8](=[O:22])[CH2:7]1. Procedure details: To a solution of 6-{(4S)-4-[(methoxymethoxy)methyl]-2-oxopyrrolidin-1-yl}-2H-1,4-benzoxazin-3(4H)-one (1.49 g, 4.86 mmol) in methanol (10 ml)/tetrahydrofuran (10 ml) was added 4N Hydrochloric acid (2 ml) at room temperature and the mixture was heated to 60° C. and stirred for 18 hours. The reaction solution was poured into a mixture of dichloromethane and a saturated sodium hydrogen carbonate aqueous solution and the resultant was extracted with dichloromethane. The organic layer was dried over ... The reactants are BrC1=CC=2C(C3=CC(=CC=C3C2C=C1)Br)(C)C (2,7-dibromo-9,9-dimethyl-9H-fluorene), C1=C(C=CC=2SC3=C(C21)C=CC=C3)B(O)O (dibenzo[b,d]thiophen-2-ylboronic acid), C(=O)([O-])[O-].[K+].[K+] (K2CO3). The reagents and catalysts are C1=CC=C(C=C1)P(C2=CC=CC=C2)C3=CC=CC=C3.C1=CC=C(C=C1)P(C2=CC=CC=C2)C3=CC=CC=C3.C1=CC=C(C=C1)P(C2=CC=CC=C2)C3=CC=CC=C3.C1=CC=C(C=C1)P(C2=CC=CC=C2)C3=CC=CC=C3.[Pd] (Pd(pph3)4). Run in C1(=CC=CC=C1)C.O (toluene H2O). Reaction conditions: time 12 hour. The product is BrC1=CC=C2C=3C=CC(=CC3C(C2=C1)(C)C)C1=CC2=C(SC3=C2C=CC=C3)C=C1 (2-(7-bromo-9,9-dimethyl-9H-fluoren-2-yl)dibenzo[b,d]thiophene). Yield: 50.0%. Reaction SMILES: Br[C:2]1[CH:14]=[CH:13][C:12]2[C:11]3[C:6](=[CH:7][C:8]([Br:15])=[CH:9][CH:10]=3)[C:5]([CH3:17])([CH3:16])[C:4]=2[CH:3]=1.[CH:18]1[C:26]2[C:25]3[CH:27]=[CH:28][CH:29]=[CH:30][C:24]=3[S:23][C:22]=2[CH:21]=[CH:20][C:19]=1B(O)O.C([O-])([O-])=O.[K+].[K+]>C1(C)C=CC=CC=1.O.C1C=CC(P(C2C=CC=CC=2)C2C=CC=CC=2)=CC=1.C1C=CC(P(C2C=CC=CC=2)C2C=CC=CC=2)=CC=1.C1C=CC(P(C2C=CC=CC=2)C2C=CC=CC=2)=CC=1.C1C=CC(P(C2C=CC=CC=2)C2C=CC=CC=2)=CC=1.[Pd]>[Br:15][C:8]1[CH:7]=[C:6]2[C:11]([C:12]3[CH:13]=[CH:14][C:2]([C:28]4[CH:29]=[CH:30][C:24]5[S:23][C:22]6[CH:21]=[CH:20][CH:19]=[CH:18][C:26]=6[C:25]=5[CH:27]=4)=[CH:3][C:4]=3[C:5]2([CH3:16])[CH3:17])=[CH:10][CH:9]=1 |f:2.3.4,5.6,7.8.9.10.11|. Reported procedure: 2,7-dibromo-9,9-dimethyl-9H-fluorene (5.0 g, 14.201 mmol), dibenzo[b,d]thiophen-2-ylboronic acid (1.62 g, 7.10 mmol), Pd(pph3)4 (820 mg, 0.71 mmol), K2CO3 (1.96 g, 14.201 mmol) were put in a 250 mL two-neck flask and dissolved in toluene/H2O. The solution was refluxed and stirred for 12 hours. After completion of the reaction, the solution was distilled under reduced pressure to remove the solvent. The resultant was columned with a solution of hexane and methylenechloride (9:1). The solution was... Solvent: C(C)(=O)O (acetic acid). As a reaction SMILES: [CH2:1]([C:4]1[C:12]([O:13]C)=[CH:11][C:7]([C:8]([OH:10])=[O:9])=[CH:6][C:5]=1[OH:15])[CH:2]=[CH2:3].Br>C(O)(=O)C>[OH:13][C:12]1[C:4]2[CH2:1][CH:2]([CH3:3])[O:15][C:5]=2[CH:6]=[C:7]([C:8]([OH:10])=[O:9])[CH:11]=1. Procedure details: A mixture of 30 grams of 4-allyl-3-hydroxy-5-methoxybenzoic acid, 150 cc of glacial acetic acid and 45 cc of 48%HBr is heated to the reflux temperature for 8 hours. After this time the reaction mixture is concentrated to dryness and the obtained residue, ground with water and filtered is crystallized from ethyl ether-petroleum ether. The product is obtained in a yield of 19.9 grams (71 percent of theoretical) and has a melting point of 181°-184° C. Reactants: C(C=C)C1=C(C=C(C(=O)O)C=C1OC)O (4-allyl-3-hydroxy-5-methoxybenzoic acid), 48, Br (HBr). The product is OC1=CC(=CC2=C1CC(O2)C)C(=O)O (2,3-dihydro-4-hydroxy-2-methyl-6-benzofurancarboxylic acid). The reactants are BrC1=C(C2=C(N=C(C=C2N)C)S1)C1=CC(=CC=C1)OC (2-bromo-6-methyl-3-[3-(methyloxy)phenyl]thieno[2,3-b]pyridin-4-amine), CC(C)([O-])C.[Na+] (sodium tert-butoxide), [Cl-].[NH4+] (ammonium chloride), ClC=1C=C(C=CC1)S(=O)(=O)Cl (3-chlorobenzenesulfonyl chloride). Solvent: C1CCOC1 (THF). Conditions: time 3.5 hour. Product: BrC1=C(C=2C(=NC(=CC2NS(=O)(=O)C2=CC(=CC=C2)Cl)C)S1)C1=CC(=CC=C1)OC (N-{2-Bromo-6-methyl-3-[3-(methyloxy)phenyl]thieno[2,3-b]pyridin-4-yl}-3-chlorobenzenesulfonamide). The yield is 49.1%. RXN SMILES: [Br:1][C:2]1[S:12][C:5]2[N:6]=[C:7]([CH3:11])[CH:8]=[C:9]([NH2:10])[C:4]=2[C:3]=1[C:13]1[CH:18]=[CH:17][CH:16]=[C:15]([O:19][CH3:20])[CH:14]=1.CC(C)([O-])C.[Na+].[Cl:27][C:28]1[CH:29]=[C:30]([S:34](Cl)(=[O:36])=[O:35])[CH:31]=[CH:32][CH:33]=1.[Cl-].[NH4+]>C1COCC1>[Br:1][C:2]1[S:12][C:5]2=[N:6][C:7]([CH3:11])=[CH:8][C:9]([NH:10][S:34]([C:30]3[CH:31]=[CH:32][CH:33]=[C:28]([Cl:27])[CH:29]=3)(=[O:36])=[O:35])=[C:4]2[C:3]=1[C:13]1[CH:18]=[CH:17][CH:16]=[C:15]([O:19][CH3:20])[CH:14]=1 |f:1.2,4.5|. Reported procedure: To a stirred solution of 2-bromo-6-methyl-3-[3-(methyloxy)phenyl]thieno[2,3-b]pyridin-4-amine (213 mg, 0.610 mmol) (Description 17) in THF (5 mL) was added sodium tert-butoxide (234 mg, 2.440 mmol) at RT and the mixture stirred for 15 min before the addition of 3-chlorobenzenesulfonyl chloride (0.172 mL, 1.220 mmol). The mixture was then stirred for 3.5 h. Saturated ammonium chloride solution (20 mL) was added to the mixture which was then extracted with ethyl acetate (2×15 mL). The combined org... The reactants are BrC1=CC2=C(OCC(C3=C2N=C(S3)C(=O)OC)(C)O)C=C1 (Methyl 9-bromo-4-hydroxy-4-methyl-4,5-dihydrobenzo[2,3]oxepino[4,5-d]thiazole-2-carboxylate), C(#C)[C@]1(C(N(CC1)C)=O)O ((3R)-3-ethynyl-3-hydroxy-1-methyl-pyrrolidin-2-one). Yields the product OC1(COC2=C(C=3N=C(SC31)C(=O)OC)C=C(C=C2)C#C[C@]2(C(N(CC2)C)=O)O)C (methyl 4-hydroxy-9-(((R)-3-hydroxy-1-methyl-2-oxopyrrolidin-3-yl)ethynyl)-4-methyl-4,5-dihydrobenzo[2,3]oxepino[4,5-d]thiazole-2-carboxylate). As a reaction SMILES: Br[C:2]1[CH:21]=[CH:20][C:5]2[O:6][CH2:7][C:8]([OH:19])([CH3:18])[C:9]3[S:13][C:12]([C:14]([O:16][CH3:17])=[O:15])=[N:11][C:10]=3[C:4]=2[CH:3]=1.[C:22]([C@:24]1([OH:31])[CH2:28][CH2:27][N:26]([CH3:29])[C:25]1=[O:30])#[CH:23]>>[OH:19][C:8]1([CH3:18])[C:9]2[S:13][C:12]([C:14]([O:16][CH3:17])=[O:15])=[N:11][C:10]=2[C:4]2[CH:3]=[C:2]([C:23]#[C:22][C@:24]3([OH:31])[CH2:28][CH2:27][N:26]([CH3:29])[C:25]3=[O:30])[CH:21]=[CH:20][C:5]=2[O:6][CH2:7]1. Procedure: Methyl 9-bromo-4-hydroxy-4-methyl-4,5-dihydrobenzo[2,3]oxepino[4,5-d]thiazole-2-carboxylate (0.11 g) was reacted with (3R)-3-ethynyl-3-hydroxy-1-methyl-pyrrolidin-2-one similarly to as described in General Procedure F with non-critical modifications to afford methyl 4-hydroxy-9-(((R)-3-hydroxy-1-methyl-2-oxopyrrolidin-3-yl)ethynyl)-4-methyl-4,5-dihydrobenzo[2,3]oxepino[4,5-d]thiazole-2-carboxylate which was directly subjected to conditions described in General Procedure M to afford 5 mg and 5.6 ...